Dataset: the Open Reaction Database (ORD), a public repository of structured organic reaction records. Task: describe an organic reaction: reactants, conditions, products, and yield Starting materials: C1(=CC=CC=C1)CCCCO (4-phenylbutanol), P(Br)(Br)Br (phosphorus tribromide), ice water. Run in C(C)(=O)OCC (ethyl acetate). Run at time 5 minute. Product: BrCCCCC1=CC=CC=C1 ((4-bromobutyl)benzene). As a reaction SMILES: [C:1]1([CH2:7][CH2:8][CH2:9][CH2:10]O)[CH:6]=[CH:5][CH:4]=[CH:3][CH:2]=1.P(Br)(Br)[Br:13]>C(OCC)(=O)C>[Br:13][CH2:10][CH2:9][CH2:8][CH2:7][C:1]1[CH:6]=[CH:5][CH:4]=[CH:3][CH:2]=1. Procedure details: To 1.50 g of 4-phenylbutanol was added 385 μl of phosphorus tribromide with ice cooling, and the mixture was stirred at a room temperature for 5 minutes and then at 80° C. for one hour. To the reaction mixture were added 20 ml of ice water and 30 ml of ethyl acetate. The separated organic layer was, successively washed with water, 5% sodium bicarbonate aqueous solution and a saturated sodium chloride aqueous solution, dried over magnesium sulfate, and evaporated under a reduced pressure to obtai...